This data is from the Open Reaction Database (ORD), a public repository of structured organic reaction records. The task is: describe an organic reaction: reactants, conditions, products, and yield Starting materials: FC(OC=1C(=C(C=CC1)C)[N+](=O)[O-])F (3-difluoromethoxy-2-nitrotoluene). Solvent: C(C)O (ethanol). The product is FC(OC1=C(N)C(=CC=C1)C)F (2-difluoromethoxy-6-methyl aniline). Isolated yield 95.0%. RXN SMILES: [F:1][CH:2]([F:14])[O:3][C:4]1[C:5]([N+:11]([O-])=O)=[C:6]([CH3:10])[CH:7]=[CH:8][CH:9]=1>C(O)C>[F:1][CH:2]([F:14])[O:3][C:4]1[CH:9]=[CH:8][CH:7]=[C:6]([CH3:10])[C:5]=1[NH2:11]. Procedure details: The procedures of Example 2 were repeated except that the starting material was 16.0 g (79 mmol) of 3-difluoromethoxy-2-nitrotoluene as dissolved in 100 ml of ethanol. As a result, 13.0 g of 2-difluoromethoxy-6-methyl aniline was obtained. Reactants: C(C)OC(=O)C=1N=NN(C1N)C1=CC=CC=C1 (5-amino-1-phenyl-1H-[1,2,3]triazole-4-carboxylic acid ethyl ester), BrC1=CC=C(C(=NC2=CC=C(C=C2)Cl)Cl)C=C1 (4-bromo-N-(4-chloro-phenyl)-benzimidoyl chloride). Reagents/catalysts: Cl[Ti](Cl)(Cl)Cl (TiCl4). Run in ClC(C)Cl (dichloroethane). Reaction conditions: temperature 170 celsius, time 48 hour. Yields the product BrC1=CC=C(C=C1)C=1N(C(C2=C(N1)N(N=N2)C2=CC=CC=C2)=O)C2=CC=C(C=C2)Cl (5-(4-Bromo-phenyl)-6-(4-chloro-phenyl)-3-phenyl-3,6-dihydro-[1,2,3]triazolo[4,5-d]pyrimidin-7-one). RXN SMILES: C(O[C:4]([C:6]1[N:7]=[N:8][N:9]([C:12]2[CH:17]=[CH:16][CH:15]=[CH:14][CH:13]=2)[C:10]=1[NH2:11])=[O:5])C.[Br:18][C:19]1[CH:34]=[CH:33][C:22]([C:23](Cl)=[N:24][C:25]2[CH:30]=[CH:29][C:28]([Cl:31])=[CH:27][CH:26]=2)=[CH:21][CH:20]=1>ClC(Cl)C.Cl[Ti](Cl)(Cl)Cl>[Br:18][C:19]1[CH:20]=[CH:21][C:22]([C:23]2[N:24]([C:25]3[CH:30]=[CH:29][C:28]([Cl:31])=[CH:27][CH:26]=3)[C:4](=[O:5])[C:6]3[N:7]=[N:8][N:9]([C:12]4[CH:13]=[CH:14][CH:15]=[CH:16][CH:17]=4)[C:10]=3[N:11]=2)=[CH:33][CH:34]=1. Procedure: A mixture of 5-amino-1-phenyl-1H-[1,2,3]triazole-4-carboxylic acid ethyl ester (30 mg, 0.33 mmol), 4-bromo-N-(4-chloro-phenyl)-benzimidoyl chloride (51 mg, 0.16 mmol) and TiCl4 (20 μL) in anhydrous dichloroethane (1 mL) is heated in microwave reactor at 170° C. for 1 h and then at 115° C. for 48 h in an oil bath. After cooling down to room temperature, the mixture is worked up as in example 2 and purified by flash column chromatography (silica gel, 0˜30% EtOAc/hexane) to provide the title compou... The reactants are Cl (HCl), NN=CNNCC(=O)O ([2-(aminoiminomethyl)hydrazino]-acetic acid), C(C1=CC=CC=C1)O (benzyl alcohol). The product is Cl.C1(=CC=CC=C1)COC(CNNC=NN)=O ([2-(aminoiminomethyl)hydrazino]acetic acid phenylmethyl ester monohydrochloride). The yield is 82.0%. Reaction SMILES: [ClH:1].[NH2:2][N:3]=[CH:4][NH:5][NH:6][CH2:7][C:8]([OH:10])=[O:9].[CH2:11](O)[C:12]1[CH:17]=[CH:16][CH:15]=[CH:14][CH:13]=1>>[ClH:1].[C:12]1([CH2:11][O:9][C:8](=[O:10])[CH2:7][NH:6][NH:5][CH:4]=[N:3][NH2:2])[CH:17]=[CH:16][CH:15]=[CH:14][CH:13]=1 |f:3.4|. Reported procedure: HCl (g) was bubbled through a suspension of [2-(aminoiminomethyl)hydrazino]-acetic acid (2.00 g, 15.2 mmol) in benzyl alcohol (30 mL). The reaction was stirred for about an hour until everything was in solution. The crude product was precipitated out by adding Et2O. This material was recrystallized from MeOH/EtOAc to yield [2-(aminoiminomethyl)hydrazino]acetic acid phenylmethyl ester monohydrochloride (3.20 g, 82%) as a white crystalline solid. The reactants are COc1ccc(C(=O)Cl)cc1OCc1ccccc1, CCNCC, ClCCl. Yields the product CCN(CC)C(=O)c1ccc(OC)c(OCc2ccccc2)c1. As a reaction SMILES: [CH2:1]([c:2]1[cH:3][cH:4][cH:5][cH:6][cH:7]1)[O:8][c:9]1[cH:10][c:11]([C:12](=[O:13])[Cl:14])[cH:15][cH:16][c:17]1[O:18][CH3:19].[CH2:20]([CH3:21])[NH:22][CH2:23][CH3:24].[Cl:25][CH2:26][Cl:27]>>[CH2:1]([c:2]1[cH:3][cH:4][cH:5][cH:6][cH:7]1)[O:8][c:9]1[cH:10][c:11]([C:12](=[O:13])[N:22]([CH2:20][CH3:21])[CH2:23][CH3:24])[cH:15][cH:16][c:17]1[O:18][CH3:19]. Reactants: Oc1ccc(Br)cc1, C1CCOC1, CC(C)OC(=O)N=NC(=O)OC(C)C, CCCC(O)c1ccc(C(=O)OCC)cc1, c1ccc(P(c2ccccc2)c2ccccc2)cc1. The product is CCCC(Oc1ccc(Br)cc1)c1ccc(C(=O)OCC)cc1. RXN SMILES: [Br:1][c:2]1[cH:3][cH:4][c:5]([OH:8])[cH:6][cH:7]1.[CH2:58]1[O:59][CH2:60][CH2:61][CH2:62]1.[O:44]=[C:45]([O:46][CH:47]([CH3:48])[CH3:49])[N:50]=[N:51][C:52]([O:53][CH:54]([CH3:55])[CH3:56])=[O:57].[OH:9][CH:10]([CH2:11][CH2:12][CH3:13])[c:14]1[cH:15][cH:16][c:17]([C:18](=[O:19])[O:20][CH2:21][CH3:22])[cH:23][cH:24]1.[c:25]1([P:26]([c:27]2[cH:28][cH:29][cH:30][cH:31][cH:32]2)[c:33]2[cH:34][cH:35][cH:36][cH:37][cH:38]2)[cH:39][cH:40][cH:41][cH:42][cH:43]1>>[Br:1][c:2]1[cH:3][cH:4][c:5]([O:8][CH:10]([CH2:11][CH2:12][CH3:13])[c:14]2[cH:15][cH:16][c:17]([C:18](=[O:19])[O:20][CH2:21][CH3:22])[cH:23][cH:24]2)[cH:6][cH:7]1.